This data is from the Open Reaction Database (ORD), a public repository of structured organic reaction records. The task is: describe an organic reaction: reactants, conditions, products, and yield The reactants are ClC1=CC=C(C=C1)OC(N(C)C[C@@H]1CC[C@H](CC1)COCCCCBr)=O (trans-[4-(4-bromo-butoxymethyl)-cyclohexylmethyl]-methyl-carbamic acid 4-chloro-phenyl ester), OCCNCCO (bis-(2-hydroxy-ethyl)-amine). Run in CN(C(C)=O)C (N,N-dimethylacetamide). Yields the product ClC1=CC=C(C=C1)OC(N(C)C[C@@H]1CC[C@H](CC1)COCCCCN(CCO)CCO)=O (trans-(4-{4-[bis-(2-hydroxy-ethyl)-amino]-butoxymethyl}-cyclohexylmethyl)-methyl-carbamic acid 4-chloro-phenyl ester). RXN SMILES: [Cl:1][C:2]1[CH:7]=[CH:6][C:5]([O:8][C:9](=[O:26])[N:10]([CH2:12][C@H:13]2[CH2:18][CH2:17][C@H:16]([CH2:19][O:20][CH2:21][CH2:22][CH2:23][CH2:24]Br)[CH2:15][CH2:14]2)[CH3:11])=[CH:4][CH:3]=1.[OH:27][CH2:28][CH2:29][NH:30][CH2:31][CH2:32][OH:33]>CN(C)C(=O)C>[Cl:1][C:2]1[CH:7]=[CH:6][C:5]([O:8][C:9](=[O:26])[N:10]([CH2:12][C@H:13]2[CH2:18][CH2:17][C@H:16]([CH2:19][O:20][CH2:21][CH2:22][CH2:23][CH2:24][N:30]([CH2:31][CH2:32][OH:33])[CH2:29][CH2:28][OH:27])[CH2:15][CH2:14]2)[CH3:11])=[CH:4][CH:3]=1. Reported procedure: In analogy to the method described in example 12.1, trans-[4-(4-bromo-butoxymethyl)-cyclohexylmethyl]-methyl-carbamic acid 4-chloro-phenyl ester was reacted with bis-(2-hydroxy-ethyl)-amine in N,N-dimethylacetamide at 50° C. for 3 hours to yield trans-(4-{4-[bis-(2-hydroxy-ethyl)-amino]-butoxymethyl}-cyclohexylmethyl)-methyl-carbamic acid 4-chloro-phenyl ester as colorless viscous oil, MS: 471 (MH+, 1Cl). The reactants are NC1=C(C(=O)NC2=CC=NC=C2)C=C(C=N1)Br (2-amino-5-bromo-N-pyridin-4-yl-nicotinamide), C(=O)(OC(C)(C)C)NC=1C=C(C=CC1)B(O)O (3-(N-Boc-amino)phenylboronic acid). Yields the product C(C)(C)(C)OC(NC1=CC(=CC=C1)C=1C=NC(=C(C1)C(NC1=CC=NC=C1)=O)N)=O ({3-[6-Amino-5-(pyridin-4-ylcarbamoyl)-pyridin-3-yl]-phenyl}-carbamic acid tert.-butyl ester). As a reaction SMILES: [NH2:1][C:2]1[N:16]=[CH:15][C:14](Br)=[CH:13][C:3]=1[C:4]([NH:6][C:7]1[CH:12]=[CH:11][N:10]=[CH:9][CH:8]=1)=[O:5].[C:18]([NH:25][C:26]1[CH:27]=[C:28](B(O)O)[CH:29]=[CH:30][CH:31]=1)([O:20][C:21]([CH3:24])([CH3:23])[CH3:22])=[O:19]>>[C:21]([O:20][C:18](=[O:19])[NH:25][C:26]1[CH:31]=[CH:30][CH:29]=[C:28]([C:14]2[CH:15]=[N:16][C:2]([NH2:1])=[C:3]([C:4](=[O:5])[NH:6][C:7]3[CH:12]=[CH:11][N:10]=[CH:9][CH:8]=3)[CH:13]=2)[CH:27]=1)([CH3:24])([CH3:22])[CH3:23]. Reported procedure: Reaction of 2-amino-5-bromo-N-pyridin-4-yl-nicotinamide with 3-(N-Boc-amino)phenylboronic acid gives “A82”; method 1: HPLC/MS: 1.56 min, [M+H]=406. Reactants: S(=O)(=O)(C)OCCN1C(=C(C=C1)C(=O)OC)CC(=O)OC (methyl N-(2-mesyloxyethyl)-3-carbomethoxypyrrole-2-acetate), [I-].[Na+] (sodium iodide). The solvent is C(C)#N (acetonitrile). The product is ICCN1C(=C(C=C1)C(=O)OC)CC(=O)OC (methyl N-(2-iodoethyl)-3-carbomethoxypyrrole-2-acetate). Isolated yield 97.3%. RXN SMILES: S(O[CH2:6][CH2:7][N:8]1[CH:12]=[CH:11][C:10]([C:13]([O:15][CH3:16])=[O:14])=[C:9]1[CH2:17][C:18]([O:20][CH3:21])=[O:19])(C)(=O)=O.[I-:22].[Na+]>C(#N)C>[I:22][CH2:6][CH2:7][N:8]1[CH:12]=[CH:11][C:10]([C:13]([O:15][CH3:16])=[O:14])=[C:9]1[CH2:17][C:18]([O:20][CH3:21])=[O:19] |f:1.2|. Reported procedure: A solution of 785 mg of methyl N-(2-mesyloxyethyl)-3-carbomethoxypyrrole-2-acetate and 1.83 g of sodium iodide in 10 ml of acetonitrile is refluxed for 1 hour. The cooled reaction mixture is evaporated to dryness under reduced pressure and the residue is triturated with water. The insoluble material is separated by filtration and is air dried, thus obtaining 840 mg (97%) of methyl N-(2-iodoethyl)-3-carbomethoxypyrrole-2-acetate (VI, R=H), m.p. 137°-138° C. Reactants: C(C1=CC=CC=C1)OC(=O)N(C12CCC(CC1)(CC2)C(=O)ON2N=NC1=C2C=CC=C1)CC(=O)N1[C@@H](C[C@@H](C1)F)C#N ((2S,4S)-1-[[N-benzyloxycarbonyl-N-[4-(benzotriazol-1-yl)oxycarbonylbicyclo[2.2.2]oct-1-yl]amino]acetyl]-4-fluoropyrrolidine-2-carbonitrile), NCCO (2-aminoethanol). Yields the product C(C1=CC=CC=C1)OC(=O)N(C12CCC(CC1)(CC2)C(=O)NCCO)CC(=O)N2[C@@H](C[C@@H](C2)F)C#N ((2S,4S)-1-[[N-benzyloxycarbonyl-N-[4-(N-2-hydroxyethylamino)carbonylbicyclo[2.2.2]oct-1-yl]amino]acetyl]-4-fluoropyrrolidine-2-carbonitrile). Isolated yield 62.4%. Reaction SMILES: [CH2:1]([O:8][C:9]([N:11]([CH2:32][C:33]([N:35]1[CH2:39][C@@H:38]([F:40])[CH2:37][C@H:36]1[C:41]#[N:42])=[O:34])[C:12]12[CH2:19][CH2:18][C:15]([C:20](ON3C4C=CC=CC=4N=N3)=[O:21])([CH2:16][CH2:17]1)[CH2:14][CH2:13]2)=[O:10])[C:2]1[CH:7]=[CH:6][CH:5]=[CH:4][CH:3]=1.[NH2:43][CH2:44][CH2:45][OH:46]>>[CH2:1]([O:8][C:9]([N:11]([CH2:32][C:33]([N:35]1[CH2:39][C@@H:38]([F:40])[CH2:37][C@H:36]1[C:41]#[N:42])=[O:34])[C:12]12[CH2:17][CH2:16][C:15]([C:20]([NH:43][CH2:44][CH2:45][OH:46])=[O:21])([CH2:18][CH2:19]1)[CH2:14][CH2:13]2)=[O:10])[C:2]1[CH:7]=[CH:6][CH:5]=[CH:4][CH:3]=1. Procedure: In a similar manner to Example 4, (2S,4S)-1-[[N-benzyloxycarbonyl-N-[4-(benzotriazol-1-yl)oxycarbonylbicyclo[2.2.2]oct-1-yl]amino]acetyl]-4-fluoropyrrolidine-2-carbonitrile (50.0 mg) and 2-aminoethanol (6.9 mg) were used to obtain (2S,4S)-1-[[N-benzyloxycarbonyl-N-[4-(N-2-hydroxyethylamino)carbonylbicyclo[2.2.2]oct-1-yl]amino]acetyl]-4-fluoropyrrolidine-2-carbonitrile (27.2 mg). The product is C(C)(C)(C)OC(NC1=C(C=C(C=C1)C(F)(F)F)NC(CC(=O)C1=CC(=CC=C1)C1=CC(=NC=C1)C1CC1)=O)=O ((2-{3-[3-(2-Cyclopropyl-pyridin-4-yl)-phenyl]-3-oxo-propionylamino}-4-trifluoromethyl-phenyl)-carbamic acid tert-butyl ester). Reported procedure: The title compound was prepared from (2-amino-4-trifluoromethyl-phenyl)-carbamic acid tert-butyl ester (Example J3) (207 mg, 0.75 mmol) and 3-[3-(2-cyclopropyl-pyridin-4-yl)-phenyl]-3-oxo-propionic acid tert-butyl ester (Example K60) (253 mg, 0.75 mmol) according to the general procedure M. Obtained as an amorphous white substance (315 mg, 75%). Reaction SMILES: [C:1]([O:5][C:6](=[O:19])[NH:7][C:8]1[CH:13]=[CH:12][C:11]([C:14]([F:17])([F:16])[F:15])=[CH:10][C:9]=1[NH2:18])([CH3:4])([CH3:3])[CH3:2].C([O:24][C:25](=O)[CH2:26][C:27]([C:29]1[CH:34]=[CH:33][CH:32]=[C:31]([C:35]2[CH:40]=[CH:39][N:38]=[C:37]([CH:41]3[CH2:43][CH2:42]3)[CH:36]=2)[CH:30]=1)=[O:28])(C)(C)C>>[C:1]([O:5][C:6](=[O:19])[NH:7][C:8]1[CH:13]=[CH:12][C:11]([C:14]([F:17])([F:16])[F:15])=[CH:10][C:9]=1[NH:18][C:25](=[O:24])[CH2:26][C:27]([C:29]1[CH:34]=[CH:33][CH:32]=[C:31]([C:35]2[CH:40]=[CH:39][N:38]=[C:37]([CH:41]3[CH2:42][CH2:43]3)[CH:36]=2)[CH:30]=1)=[O:28])([CH3:4])([CH3:2])[CH3:3]. Starting materials: C(C)(C)(C)OC(NC1=C(C=C(C=C1)C(F)(F)F)N)=O ((2-amino-4-trifluoromethyl-phenyl)-carbamic acid tert-butyl ester), C(C)(C)(C)OC(CC(=O)C1=CC(=CC=C1)C1=CC(=NC=C1)C1CC1)=O (3-[3-(2-cyclopropyl-pyridin-4-yl)-phenyl]-3-oxo-propionic acid tert-butyl ester). The reactants are COc1cc2[nH]ccc2c2c1OCCN(C(=O)OC(C)(C)C)C2C, COc1ccc(C)cc1S(=O)(=O)Cl, [H-], [Na+], CN(C)C=O, O. Yields the product COc1ccc(C)cc1S(=O)(=O)n1ccc2c3c(c(OC)cc21)OCCN(C(=O)OC(C)(C)C)C3C. RXN SMILES: [CH3:1][O:2][c:3]1[c:4]2[c:5]([c:6]3[cH:7][cH:8][nH:9][c:10]3[cH:11]1)[CH:12]([CH3:24])[N:13]([C:17](=[O:18])[O:19][C:20]([CH3:21])([CH3:22])[CH3:23])[CH2:14][CH2:15][O:16]2.[CH3:27][O:28][c:29]1[c:30]([S:36](=[O:37])(=[O:38])[Cl:39])[cH:31][c:32]([CH3:35])[cH:33][cH:34]1.[H-:25].[Na+:26].[O:41]=[CH:42][N:43]([CH3:44])[CH3:45].[OH2:40]>>[CH3:1][O:2][c:3]1[c:4]2[c:5]([c:6]3[cH:7][cH:8][n:9]([S:36]([c:30]4[c:29]([O:28][CH3:27])[cH:34][cH:33][c:32]([CH3:35])[cH:31]4)(=[O:37])=[O:38])[c:10]3[cH:11]1)[CH:12]([CH3:24])[N:13]([C:17](=[O:18])[O:19][C:20]([CH3:21])([CH3:22])[CH3:23])[CH2:14][CH2:15][O:16]2. Reactants: C(C)(C)(C)NS(=O)(=O)C1=CC=C(C=C1)/C(=C(/C(=O)OCC)\CCO)/C1=CC=C(C=C1)F (Ethyl (E)-3-(4-t-butylaminosulphonylphenyl)-3-(4-fluorophenyl)-2-(2-hydroxyethyl)-2-propenoate), [OH-].[Na+] (sodium hydroxide). The solvent is O (water), C(C)O (ethanol). Conditions: time 15 minute. The product is NS(=O)(=O)C1=CC=C(C=C1)\C(\C1=CC=C(C=C1)F)=C/1\C(OCC1)=O ((E)-3-[1-(4-aminosulphonylphenyl)-1-(4-fluorophenyl)methylidene]dihydrofuran-2-one). The yield is 77.6%. Reaction SMILES: C([NH:5][S:6]([C:9]1[CH:14]=[CH:13][C:12](/[C:15](/[C:25]2[CH:30]=[CH:29][C:28]([F:31])=[CH:27][CH:26]=2)=[C:16](\[CH2:22][CH2:23][OH:24])/[C:17]([O:19]CC)=O)=[CH:11][CH:10]=1)(=[O:8])=[O:7])(C)(C)C.[OH-].[Na+]>C(O)C.O>[NH2:5][S:6]([C:9]1[CH:10]=[CH:11][C:12](/[C:15](=[C:16]2/[C:17](=[O:19])[O:24][CH2:23][CH2:22]/2)/[C:25]2[CH:26]=[CH:27][C:28]([F:31])=[CH:29][CH:30]=2)=[CH:13][CH:14]=1)(=[O:8])=[O:7] |f:1.2|. Reported procedure: Ethyl (E)-3-(4-t-butylaminosulphonylphenyl)-3-(4-fluorophenyl)-2-(2-hydroxyethyl)-2-propenoate (10 g), prepared in Example 59, is dissolved in 20 ml of ethanol, and a solution of 2 g of sodium hydroxide in 10 ml of water is added. The mixture is refluxed for 2 h. After evaporation to dryness, the residue is taken up with water, acidified with 1 N hydrochloric acid and then extracted with dichloromethane. The organic phase is dried over magnesium sulphate and then evaporated under vacuum. The res...